Task: describe an organic reaction: reactants, conditions, products, and yield. Dataset: the Open Reaction Database (ORD), a public repository of structured organic reaction records Reactants: N1=CC(=CC=C1)N (3-Pyridinamine), ON1N=NC2=C1N=CC=C2 (1-hydroxy-7-azabenzotriazole), C(CCl)Cl (EDC), C(C)(C)N(CC)C(C)C (diisopropylethylamine), FC1=CC=C(C=C1)COC1=C(C(=O)O)C=C(C=C1)C=1C=NN(C1)CCN1CCOCC1 (2-{[(4-fluorophenyl)methyl]oxy}-5-{1-[2-(4-morpholinyl)ethyl]-1H-pyrazol-4-yl}benzoic acid). The solvent is CN(C=O)C (N,N-dimethylformamide). Run at time 8 hour. Product: FC1=CC=C(C=C1)COC1=C(C(=O)NC=2C=NC=CC2)C=C(C=C1)C=1C=NN(C1)CCN1CCOCC1 (2-{[(4-Fluorophenyl)methyl]oxy}-5-{1-[2-(4-morpholinyl)ethyl]-1H-pyrazol-4-yl}-N-3-pyridinylbenzamide). Reaction SMILES: [N:1]1[CH:6]=[CH:5][CH:4]=[C:3]([NH2:7])[CH:2]=1.ON1C2N=CC=CC=2N=N1.C(Cl)CCl.C(N(C(C)C)CC)(C)C.[F:31][C:32]1[CH:37]=[CH:36][C:35]([CH2:38][O:39][C:40]2[CH:48]=[CH:47][C:46]([C:49]3[CH:50]=[N:51][N:52]([CH2:54][CH2:55][N:56]4[CH2:61][CH2:60][O:59][CH2:58][CH2:57]4)[CH:53]=3)=[CH:45][C:41]=2[C:42](O)=[O:43])=[CH:34][CH:33]=1>CN(C)C=O>[F:31][C:32]1[CH:33]=[CH:34][C:35]([CH2:38][O:39][C:40]2[CH:48]=[CH:47][C:46]([C:49]3[CH:50]=[N:51][N:52]([CH2:54][CH2:55][N:56]4[CH2:61][CH2:60][O:59][CH2:58][CH2:57]4)[CH:53]=3)=[CH:45][C:41]=2[C:42]([NH:7][C:3]2[CH:2]=[N:1][CH:6]=[CH:5][CH:4]=2)=[O:43])=[CH:36][CH:37]=1. Procedure: 3-Pyridinamine (26.5 mg, 0.28 mmol), 1-hydroxy-7-azabenzotriazole (30.7 mg, 0.23 mmol), EDC (43.3 mg, 0.23 mmol) and diisopropylethylamine (0.07 ml, 0.38 mmol) were added to a solution of 2-{[(4-fluorophenyl)methyl]oxy}-5-{1-[2-(4-morpholinyl)ethyl]-1H-pyrazol-4-yl}benzoic acid (may be prepared as described in Description 114; 80 mg, 0.19 mmol) in N,N-dimethylformamide (2 ml), and the reaction was stirred at room temperature overnight. The DMF was removed on a buchi. The residue was taken up int... Reactants: CCCSc1cccc(-c2nc(=O)c3ccccc3s2)n1, CCOC(C)=O, O=C(OO)c1cccc(Cl)c1. The product is CCCS(=O)c1cccc(-c2nc(=O)c3ccccc3s2)n1. RXN SMILES: [CH2:12]([CH2:13][CH3:14])[S:15][c:16]1[cH:17][cH:18][cH:19][c:20](-[c:22]2[s:23][c:24]3[c:25]([c:26](=[O:28])[n:27]2)[cH:29][cH:30][cH:31][cH:32]3)[n:21]1.[CH3:33][CH2:34][O:35][C:36](=[O:37])[CH3:38].[OH:1][O:2][C:3]([c:4]1[cH:5][c:6]([Cl:7])[cH:8][cH:9][cH:10]1)=[O:11]>>[O:1]=[S:15]([CH2:12][CH2:13][CH3:14])[c:16]1[cH:17][cH:18][cH:19][c:20](-[c:22]2[s:23][c:24]3[c:25]([c:26](=[O:28])[n:27]2)[cH:29][cH:30][cH:31][cH:32]3)[n:21]1. The reactants are C1CCOC1, ClCCl, CC(C)(C)OC(=O)NCCN, O=C(O)c1ccccc1O. The product is CC(C)(C)OC(=O)NCCNC(=O)c1ccccc1O. RXN SMILES: [CH2:22]1[O:23][CH2:24][CH2:25][CH2:26]1.[Cl:27][CH2:28][Cl:29].[NH2:11][CH2:12][CH2:13][NH:14][C:15]([O:16][C:17]([CH3:18])([CH3:19])[CH3:20])=[O:21].[OH:1][C:2](=[O:3])[c:4]1[cH:5][cH:6][cH:7][cH:8][c:9]1[OH:10]>>[C:2](=[O:3])([c:4]1[cH:5][cH:6][cH:7][cH:8][c:9]1[OH:10])[NH:11][CH2:12][CH2:13][NH:14][C:15]([O:16][C:17]([CH3:18])([CH3:19])[CH3:20])=[O:21]. The reactants are Nc1cccc(Br)n1, CN(C)C=O, O=C(O)C1(c2ccc3c(c2)OCO3)CC1, O=S(Cl)Cl, c1ccncc1. The product is O=C(Nc1cccc(Br)n1)C1(c2ccc3c(c2)OCO3)CC1. Reaction SMILES: [Br:25][c:26]1[cH:27][cH:28][cH:29][c:30]([NH2:32])[n:31]1.[CH3:20][N:21]([CH3:22])[CH:23]=[O:24].[O:1]1[CH2:2][O:3][c:4]2[c:5]1[cH:6][cH:7][c:8]([C:10]1([C:13](=[O:14])[OH:15])[CH2:11][CH2:12]1)[cH:9]2.[S:16]([Cl:17])([Cl:18])=[O:19].[cH:33]1[cH:34][cH:35][n:36][cH:37][cH:38]1>>[O:1]1[CH2:2][O:3][c:4]2[c:5]1[cH:6][cH:7][c:8]([C:10]1([C:13](=[O:15])[NH:32][c:30]3[cH:29][cH:28][cH:27][c:26]([Br:25])[n:31]3)[CH2:11][CH2:12]1)[cH:9]2. The reactants are CCOCC, Cc1cn[nH]c1, Cl, N#CN, C1COCCO1. Product: Cc1cnn(C(=N)N)c1, Cl. As a reaction SMILES: [CH3:17][CH2:18][O:19][CH2:20][CH3:21].[CH3:1][c:2]1[cH:3][n:4][nH:5][cH:6]1.[ClH:10].[NH2:7][C:8]#[N:9].[O:11]1[CH2:12][CH2:13][O:14][CH2:15][CH2:16]1>>[CH3:1][c:2]1[cH:3][n:4][n:5]([C:8](=[NH:7])[NH2:9])[cH:6]1.[ClH:10]. Reactants: CO, O=C1COc2cc(Cl)c(CNCC3CN(CCn4c(=O)ccc5ccc(F)cc54)CC3O)nc2N1, O=C(O)c1ccccc1. Product: O=C1COc2cc(Cl)c(CNCC3CN(CCn4c(=O)ccc5ccc(F)cc54)CC3O)nc2N1, O=C([O-])c1ccccc1. As a reaction SMILES: [CH3:45][OH:46].[Cl:10][c:11]1[cH:12][c:13]2[c:18]([n:19][c:20]1[CH2:21][NH:22][CH2:23][CH:24]1[CH2:25][N:26]([CH2:30][CH2:31][n:32]3[c:33](=[O:43])[cH:34][cH:35][c:36]4[cH:37][cH:38][c:39]([F:42])[cH:40][c:41]34)[CH2:27][CH:28]1[OH:29])[NH:17][C:16](=[O:44])[CH2:15][O:14]2.[OH:1][C:2](=[O:3])[c:4]1[cH:5][cH:6][cH:7][cH:8][cH:9]1>>[Cl:10][c:11]1[cH:12][c:13]2[c:18]([n:19][c:20]1[CH2:21][NH:22][CH2:23][CH:24]1[CH2:25][N:26]([CH2:30][CH2:31][n:32]3[c:33](=[O:43])[cH:34][cH:35][c:36]4[cH:37][cH:38][c:39]([F:42])[cH:40][c:41]34)[CH2:27][CH:28]1[OH:29])[NH:17][C:16](=[O:44])[CH2:15][O:14]2.[O:1]=[C:2]([O-:3])[c:4]1[cH:5][cH:6][cH:7][cH:8][cH:9]1. Reactants: [OH-].[Na+] (sodium hydroxide), ClC(C#N)(Cl)Cl (trichloroacetonitrile), CCOCC (ether), C(C1=CC=CC=C1)O (benzyl alcohol). The solvent is CO.CCCCCC (methanol hexane). Run at time 5 minute. Yields the product ClC(C(=N)OCC1=CC=CC=C1)(Cl)Cl (2,2,2-trichloro-1-(phenylmethoxy)ethanimine). The yield is 88.0%. Reaction SMILES: [OH-].[Na+].CCOCC.[CH2:8]([OH:15])[C:9]1[CH:14]=[CH:13][CH:12]=[CH:11][CH:10]=1.[Cl:16][C:17]([Cl:21])([Cl:20])[C:18]#[N:19]>CO.CCCCCC>[Cl:16][C:17]([Cl:21])([Cl:20])[C:18]([O:15][CH2:8][C:9]1[CH:14]=[CH:13][CH:12]=[CH:11][CH:10]=1)=[NH:19] |f:0.1,5.6|. Procedure details: 0.868 g of 60% sodium hydroxide was measured and placed in a 100 ml flask with a two-way cock, and the gas in the flask was replaced with nitrogen. The sodium hydroxide was twice washed with hexane, and then dried under reduced pressure. The gas in the flask was again replaced with nitrogen, and 20 ml of diethyl ether was then added to form a suspension. The flask was immersed in an ice water bath, and the suspension was stirred for about five minutes. 20 ml of an ether solution containing 7.19 ...